Dataset: the Open Reaction Database (ORD), a public repository of structured organic reaction records. Task: describe an organic reaction: reactants, conditions, products, and yield Starting materials: resultant mixture, BrC1=CC=C(C=C1)[N+](=O)[O-] (1-bromo-4-nitrobenzene), O1C(NCC1)=O (oxazolidin-2-one), N1[C@H](C(=O)O)CCC1 (L-proline), C(=O)([O-])[O-].[K+].[K+] (K2CO3). Reagents/catalysts: [Cu]I (CuI). Run in O1CCOCC1 (dioxane). Yields the product [N+](=O)([O-])C1=CC=C(C=C1)N1C(OCC1)=O (3-(4-nitrophenyl)oxazolidin-2-one). Isolated yield 26.9%. RXN SMILES: Br[C:2]1[CH:7]=[CH:6][C:5]([N+:8]([O-:10])=[O:9])=[CH:4][CH:3]=1.[O:11]1[CH2:15][CH2:14][NH:13][C:12]1=[O:16].N1CCC[C@H]1C(O)=O.C([O-])([O-])=O.[K+].[K+]>O1CCOCC1.[Cu]I>[N+:8]([C:5]1[CH:6]=[CH:7][C:2]([N:13]2[CH2:14][CH2:15][O:11][C:12]2=[O:16])=[CH:3][CH:4]=1)([O-:10])=[O:9] |f:3.4.5|. Reported procedure: To a mixture of 1-bromo-4-nitrobenzene (5.00 g, 25 mmol) and oxazolidin-2-one (3.23 g, 37 mmol) in dioxane (25 mL) were added L-proline (285 mg, 2.5 mmol), CuI (238 mg, 1.2 mmol) and K2CO3 (6.90 g, 50 mmol). The resultant mixture was stirred under N2 at 110° C. for 63 h and then evaporated. The residue was diluted with EA/water (40 mL/40 mL). The mixture was filtered and the resultant aqueous layer was extracted with EA (30 mL×5). The combined organic layers were washed with brine, dried over Na... Procedure details: As an additional variation of the reaction sequence, the 4-(2-bromoethyl) benzenesulfonamide produced as in Example I was reacted with benzenesulfonyl chloride and sodium hydroxide and then acidified to produce N-benzenesulfonyl-4-(2-bromoethyl) benzenesulfonamide. Recrystallization of a small portion from toluene gave a white solid, having a melting point of 148°-150° C. and a neutralization equivalent of 405 (theory 404). Product: C1(=CC=CC=C1)S(=O)(=O)NS(=O)(=O)C1=CC=C(C=C1)CCBr (N-benzenesulfonyl-4-(2-bromoethyl) benzenesulfonamide). The reactants are BrCCC1=CC=C(C=C1)S(=O)(=O)N (4-(2-bromoethyl) benzenesulfonamide), C1(=CC=CC=C1)S(=O)(=O)Cl (benzenesulfonyl chloride), [OH-].[Na+] (sodium hydroxide). RXN SMILES: [Br:1][CH2:2][CH2:3][C:4]1[CH:9]=[CH:8][C:7]([S:10]([NH2:13])(=[O:12])=[O:11])=[CH:6][CH:5]=1.[C:14]1([S:20](Cl)(=[O:22])=[O:21])[CH:19]=[CH:18][CH:17]=[CH:16][CH:15]=1.[OH-].[Na+]>>[C:14]1([S:20]([NH:13][S:10]([C:7]2[CH:6]=[CH:5][C:4]([CH2:3][CH2:2][Br:1])=[CH:9][CH:8]=2)(=[O:11])=[O:12])(=[O:22])=[O:21])[CH:19]=[CH:18][CH:17]=[CH:16][CH:15]=1 |f:2.3|. Reactants: [OH-].[Na+] (sodium hydroxide), C(C1=CC=CC=C1)(=O)OC=1C=C(C(=C(C1)I)OCCCOC1=NC=C(C=C1)C(F)(F)F)Cl (5-benzoyloxy-3-chloro-1-iodo-2-[3-(5-trifluoromethylpyrid-2-yloxy)propyloxy]benzene), Cl (hydrochloric acid). Run in CO (methanol), O1CCCC1 (tetrahydrofuran). Reaction conditions: time 30 minute. Yields the product ClC=1C(=C(C=C(C1)O)I)OCCCOC1=NC=C(C=C1)C(F)(F)F (3-chloro-5-hydroxy-1-iodo-2-[3-(5-trifluoromethylpyrid-2-yloxy)propyloxy]-benzene). RXN SMILES: C([O:9][C:10]1[CH:11]=[C:12]([Cl:32])[C:13]([O:17][CH2:18][CH2:19][CH2:20][O:21][C:22]2[CH:27]=[CH:26][C:25]([C:28]([F:31])([F:30])[F:29])=[CH:24][N:23]=2)=[C:14]([I:16])[CH:15]=1)(=O)C1C=CC=CC=1.[OH-].[Na+].Cl>O1CCCC1.CO>[Cl:32][C:12]1[C:13]([O:17][CH2:18][CH2:19][CH2:20][O:21][C:22]2[CH:27]=[CH:26][C:25]([C:28]([F:31])([F:29])[F:30])=[CH:24][N:23]=2)=[C:14]([I:16])[CH:15]=[C:10]([OH:9])[CH:11]=1 |f:1.2|. Procedure details: 3.12 g of 5-benzoyloxy-3-chloro-1-iodo-2-[3-(5-trifluoromethylpyrid-2-yloxy)propyloxy]benzene were dissolved in 16 ml of tetrahydrofuran and 7.8 ml of methanol, and 3.9 ml of 2N aqueous sodium hydroxide solution were added. After 30 minutes of stirring at room temperature. 3.9 ml of 2N hydrochloric acid were added, and the reaction mixture was concentrated under reduced pressure. Saturated sodium chloride solution and ethyl acetate were added to the residue, and the mixture was shaken. The ethyl... Starting materials: Cc1oc(=O)oc1CBr, O=C([O-])[O-], C#CC(CC(=O)OCC)NC(=O)C1CCCN(C(=O)CCC2CCNCC2)C1, CN(C)C=O, [Cl-], Cl, [K+], [K+], [NH4+]. Yields the product C#CC(CC(=O)OCC)NC(=O)C1CCCN(C(=O)CCC2CCN(Cc3oc(=O)oc3C)CC2)C1. Reaction SMILES: [Br:36][CH2:37][c:38]1[o:39][c:40](=[O:44])[o:41][c:42]1[CH3:43].[C:30](=[O:31])([O-:32])[O-:33].[CH2:2]([CH3:3])[O:4][C:5]([CH2:6][CH:7]([NH:8][C:9](=[O:10])[CH:11]1[CH2:12][N:13]([C:17]([CH2:18][CH2:19][CH:20]2[CH2:21][CH2:22][NH:23][CH2:24][CH2:25]2)=[O:26])[CH2:14][CH2:15][CH2:16]1)[C:27]#[CH:28])=[O:29].[CH3:47][N:48]([CH3:49])[CH:50]=[O:51].[Cl-:45].[ClH:1].[K+:34].[K+:35].[NH4+:46]>>[CH2:2]([CH3:3])[O:4][C:5]([CH2:6][CH:7]([NH:8][C:9](=[O:10])[CH:11]1[CH2:12][N:13]([C:17]([CH2:18][CH2:19][CH:20]2[CH2:21][CH2:22][N:23]([CH2:37][c:38]3[o:39][c:40](=[O:44])[o:41][c:42]3[CH3:43])[CH2:24][CH2:25]2)=[O:26])[CH2:14][CH2:15][CH2:16]1)[C:27]#[CH:28])=[O:29].